describe an organic reaction: reactants, conditions, products, and yield From a dataset of the Open Reaction Database (ORD), a public repository of structured organic reaction records. Run in C(C)(=O)O (acetic acid), C(C)(=O)O (acetic acid). Conditions: temperature 0 celsius, time 1 hour. RXN SMILES: [CH3:1][C:2]1[CH:11]=[N:10][C:9]2[C:4](=[CH:5][CH:6]=[C:7]([NH2:12])[CH:8]=2)[N:3]=1.[Br:13]Br>C(O)(=O)C>[BrH:13].[CH3:1][C:2]1[CH:11]=[N:10][C:9]2[C:4](=[CH:5][CH:6]=[C:7]([NH2:12])[C:8]=2[Br:13])[N:3]=1 |f:3.4|. The yield is 188.4%. The reactants are CC1=NC2=CC=C(C=C2N=C1)N (2-methyl-6-aminoquinoxaline), BrBr (bromine). Procedure details: To a solution of 2-methyl-6-aminoquinoxaline (15.8 g) in acetic acid (150 mL) was added dropwise a solution of bromine (15.88 g) in acetic acid (11 mL) at 0° C. After the addition, the reaction solution was stirred at 0° C. for one hour, and the precipitates were collected by filtration, washed with ether, and dried to give 2-methyl-6-amino-5-bromoquinoxaline hydrobromide (29.86 g, 94%), which was neutralized to give 2-methyl-6-amino-5-bromoquinoxaline. Yields the product Br.CC1=NC2=CC=C(C(=C2N=C1)Br)N (2-methyl-6-amino-5-bromoquinoxaline hydrobromide). The reactants are CCOC(C)=O, OCc1ccccc1Cc1ccc(F)cc1, C1COCCO1, O, BrP(Br)Br. Product: Fc1ccc(Cc2ccccc2CBr)cc1. As a reaction SMILES: [CH3:22][CH2:23][O:24][C:25](=[O:26])[CH3:27].[F:5][c:6]1[cH:7][cH:8][c:9]([CH2:10][c:11]2[c:12]([CH2:17][OH:18])[cH:13][cH:14][cH:15][cH:16]2)[cH:19][cH:20]1.[O:28]1[CH2:29][CH2:30][O:31][CH2:32][CH2:33]1.[OH2:21].[P:1]([Br:2])([Br:3])[Br:4]>>[Br:2][CH2:17][c:12]1[c:11]([CH2:10][c:9]2[cH:8][cH:7][c:6]([F:5])[cH:20][cH:19]2)[cH:16][cH:15][cH:14][cH:13]1. Starting materials: BrC1=C(C=C(C(=C1)F)F)O (2-bromo-4,5-difluorophenol), [N+](=O)(O)[O-] (nitric acid). Reagents/catalysts: S(=O)(=O)([O-])[O-].[Ni+].[NH4+] (ammonium nickel sulfate). Run in ClCCl (dichloromethane). Run at time 25 minute. Yields the product BrC1=CC(=C(C(=C1O)[N+](=O)[O-])F)F (6-Bromo-3,4-difluoro-2-nitrophenol). Reaction SMILES: [Br:1][C:2]1[CH:7]=[C:6]([F:8])[C:5]([F:9])=[CH:4][C:3]=1[OH:10].[N+:11]([O-])([OH:13])=[O:12]>S([O-])([O-])(=O)=O.[Ni+].[NH4+].ClCCl>[Br:1][C:2]1[C:3]([OH:10])=[C:4]([N+:11]([O-:13])=[O:12])[C:5]([F:9])=[C:6]([F:8])[CH:7]=1 |f:2.3.4|. Procedure details: To a round bottom flask containing 2-bromo-4,5-difluorophenol (2.7 g, 12.9 mmol) and ammonium nickel sulfate (2.6 g, 6.46 mmol) is added dichloromethane (15 mL) at RT. A solution of 70% nitric acid (1.2 ml) is added dropwise and the slurry is stirred for 20 to 30 min. The mixture is then quenched with excess MgSO4, filtered and concentrated. The product is used in the next step without purification. Starting materials: [H-].[Na+] (sodium hydride), Cl (HCl), FC(CO)(F)F (2,2,2-trifluoroethanol), ClC1=C(C#N)C=C(C=C1)Cl (2,5-dichlorobenzonitrile). Solvent: CN(C=O)C (N,N-dimethylformamide). Run at time 20 minute. Yields the product ClC=1C=CC(=C(C#N)C1)OCC(F)(F)F (5-chloro-2-(2,2,2-trifluoroethoxy)benzonitrile). The yield is 59.4%. RXN SMILES: [H-].[Na+].[F:3][C:4]([F:8])([F:7])[CH2:5][OH:6].Cl[C:10]1[CH:17]=[CH:16][C:15]([Cl:18])=[CH:14][C:11]=1[C:12]#[N:13].Cl>CN(C)C=O>[Cl:18][C:15]1[CH:16]=[CH:17][C:10]([O:6][CH2:5][C:4]([F:8])([F:7])[F:3])=[C:11]([CH:14]=1)[C:12]#[N:13] |f:0.1|. Procedure details: Under a nitrogen atmosphere, in a round-bottom flask were placed 880 mg (22mmol) of 60% sodium hydride (NaH) and 12 ml of N,N-dimethylformamide. To the system were added 2.9 ml (4 g, 40 mmol) of 2,2,2-trifluoroethanol via syringe over a period of 15 minutes and the mixture was stirred at room temperature for 20 minutes. To the system were added 1.72 g (10 mmol) of 2,5-dichlorobenzonitrile, and the mixture was heated at 90° C. for three days. The mixture was cooled to room temperature, poured int... Starting materials: Cn1ncc2[nH]ccc2c1=O, O=C(c1ccc(CBr)cc1)c1ccc(C(F)(F)F)cc1, CN(C)C=O, O. Yields the product Cn1ncc2c(ccn2Cc2ccc(C(=O)c3ccc(C(F)(F)F)cc3)cc2)c1=O. As a reaction SMILES: [CH3:1][n:2]1[n:3][cH:4][c:5]2[c:6]([c:7]1=[O:8])[cH:9][cH:10][nH:11]2.[F:12][C:13]([c:14]1[cH:15][cH:16][c:17]([C:18](=[O:19])[c:20]2[cH:21][cH:22][c:23]([CH2:24][Br:25])[cH:26][cH:27]2)[cH:28][cH:29]1)([F:30])[F:31].[O:33]=[CH:34][N:35]([CH3:36])[CH3:37].[OH2:32]>>[CH3:1][n:2]1[n:3][cH:4][c:5]2[c:6]([c:7]1=[O:8])[cH:9][cH:10][n:11]2[CH2:24][c:23]1[cH:22][cH:21][c:20]([C:18]([c:17]2[cH:16][cH:15][c:14]([C:13]([F:12])([F:30])[F:31])[cH:29][cH:28]2)=[O:19])[cH:27][cH:26]1.